From a dataset of the Open Reaction Database (ORD), a public repository of structured organic reaction records. describe an organic reaction: reactants, conditions, products, and yield The reactants are Cl (hydrogen chloride), ClC(CC(C1=CC=CC=C1)Cl)(Cl)Cl (1,1,1,3-tetrachloro-3-phenylpropane), C(=O)O (formic acid), [C]=O (carbon monoxide). Product: C(C=CC1=CC=CC=C1)(=O)O (cinnamic acid). The yield is 81.0%. Reaction SMILES: ClC(Cl)(Cl)[CH2:3][CH:4](Cl)[C:5]1[CH:10]=[CH:9][CH:8]=[CH:7][CH:6]=1.Cl.[C]=O.[CH:17]([OH:19])=[O:18]>>[C:17]([OH:19])(=[O:18])[CH:3]=[CH:4][C:5]1[CH:10]=[CH:9][CH:8]=[CH:7][CH:6]=1 |^3:14|. Procedure: A mixture of 129 g of 1,1,1,3-tetrachloro-3-phenylpropane and 100 g of 85% formic acid is heated to 100° to 106° C. for 10 h. Te reaction is accompanied by evolution of hydrogen chloride and carbon monoxide. Cooling the reaction mixture, filtration of the crystals and their washing with water affords 60 g of cinnamic acid in 81% yield (melting point 126° to 132° C., purity over 97per cent). The reactants are C=COCC, O=C(Cl)C(Cl)Cl. Product: CCOC=CC(=O)C(Cl)Cl. RXN SMILES: [CH:7](=[CH2:8])[O:9][CH2:10][CH3:11].[Cl:1][CH:2]([Cl:3])[C:4]([Cl:5])=[O:6]>>[Cl:1][CH:2]([Cl:3])[C:4](=[O:6])[CH:8]=[CH:7][O:9][CH2:10][CH3:11]. The reactants are C(Cl)Cl (DCM), FC1=CC=C(C=C1)CC(=O)C1CSCCC1=O (3-(2-(4-Fluorophenyl)acetyl)dihydro-2H-thiopyran-4(3H)-one), COC=1C=C(C=CC1N1C=NC(=C1)C)NC(=N)N (1-(3-methoxy-4-(4-methyl-1H-imidazol-1-yl)phenyl)guanidine), C([O-])([O-])=O.[K+].[K+] (potassium carbonate). The solvent is O (water), CCO (EtOH). Conditions: temperature 60 celsius. Product: FC1=CC=C(CC=2C3=C(N=C(N2)NC2=CC(=C(C=C2)N2C=NC(=C2)C)OC)CCSC3)C=C1 (4-(4-Fluorobenzyl)-N-(3-methoxy-4-(4-methyl-1H-imidazol-1-yl)phenyl)-7,8-dihydro-5H-thiopyrano[4,3-d]pyrimidin-2-amine). RXN SMILES: [F:1][C:2]1[CH:7]=[CH:6][C:5]([CH2:8][C:9]([CH:11]2[C:16](=O)[CH2:15][CH2:14][S:13][CH2:12]2)=O)=[CH:4][CH:3]=1.[CH3:18][O:19][C:20]1[CH:21]=[C:22]([NH:32][C:33]([NH2:35])=[NH:34])[CH:23]=[CH:24][C:25]=1[N:26]1[CH:30]=[C:29]([CH3:31])[N:28]=[CH:27]1.C(=O)([O-])[O-].[K+].[K+].C(Cl)Cl>CCO.O>[F:1][C:2]1[CH:7]=[CH:6][C:5]([CH2:8][C:9]2[C:11]3[CH2:12][S:13][CH2:14][CH2:15][C:16]=3[N:35]=[C:33]([NH:32][C:22]3[CH:23]=[CH:24][C:25]([N:26]4[CH:30]=[C:29]([CH3:31])[N:28]=[CH:27]4)=[C:20]([O:19][CH3:18])[CH:21]=3)[N:34]=2)=[CH:4][CH:3]=1 |f:2.3.4|. Procedure: 3-(2-(4-Fluorophenyl)acetyl)dihydro-2H-thiopyran-4(3H)-one (200 mg, 0.79 mmol), 1-(3-methoxy-4-(4-methyl-1H-imidazol-1-yl)phenyl)guanidine (194 mg, 0.79 mmol) and potassium carbonate (200 mg, 1.45 mmol) was slurrified in EtOH (5 mL) and heated to 60° C. for 16 h. DCM and water were added to the cooled reaction mixture. The organic phase was separated and dried with Mg2SO4 and then the solvent was evaporated. The crude product was used as such in next step. MS (ES+) m/z 462.2 (M+H)+ Reactants: ClC1=C(C=CC2=CC=CC=C12)OCC(C)N (1-[(1-chloronaphthalen-2-yl)oxy]propan-2-amine), ClC1=CC=C(O1)C=O (5-chlorofuran-2-carbaldehyde). Yields the product ClC1=CC=C(O1)CNC(COC1=C(C2=CC=CC=C2C=C1)Cl)C (N-[(5-chlorofuran-2-yl)methyl]-1-[(1-chloronaphthalen-2-yl)oxy]propan-2-amine). The yield is 61.0%. Reaction SMILES: [Cl:1][C:2]1[C:11]2[C:6](=[CH:7][CH:8]=[CH:9][CH:10]=2)[CH:5]=[CH:4][C:3]=1[O:12][CH2:13][CH:14]([NH2:16])[CH3:15].[Cl:17][C:18]1[O:22][C:21]([CH:23]=O)=[CH:20][CH:19]=1>>[Cl:17][C:18]1[O:22][C:21]([CH2:23][NH:16][CH:14]([CH3:15])[CH2:13][O:12][C:3]2[CH:4]=[CH:5][C:6]3[C:11](=[CH:10][CH:9]=[CH:8][CH:7]=3)[C:2]=2[Cl:1])=[CH:20][CH:19]=1. Reported procedure: Prepared from 1-[(1-chloronaphthalen-2-yl)oxy]propan-2-amine and 5-chlorofuran-2-carbaldehyde in 61% yield as a whitish oil.